Dataset: the Open Reaction Database (ORD), a public repository of structured organic reaction records. Task: describe an organic reaction: reactants, conditions, products, and yield The reactants are 26.2, intermediate 55, [N+](=O)([O-])C1=C(C=C(C=C1)C(C#N)C1=CC=CC=C1)COC1OCCCC1 (4-nitro-α-phenyl-3-[[(tetrahydro-2H-pyran-2-yl)oxy]methyl]benzeneacetonitrile), C([O-])([O-])=O.[K+].[K+] (potassium carbonate). Run in CN(C(C)=O)C (N,N-dimethylacetamide). Yields the product 25, [N+](=O)([O-])C1=C(C=C(C=C1)C(=O)C1=CC=CC=C1)COC1OCCCC1 ([4-nitro-3-[[(tetrahydro-2H-pyran-2-yl)oxy]methyl]phenyl] phenylmethanone). The yield is 98.6%. Reaction SMILES: [N+:1]([C:4]1[CH:9]=[CH:8][C:7]([CH:10]([C:13]2[CH:18]=[CH:17][CH:16]=[CH:15][CH:14]=2)C#N)=[CH:6][C:5]=1[CH2:19][O:20][CH:21]1[CH2:26][CH2:25][CH2:24][CH2:23][O:22]1)([O-:3])=[O:2].C(=O)([O-])[O-:28].[K+].[K+]>CN(C)C(=O)C>[N+:1]([C:4]1[CH:9]=[CH:8][C:7]([C:10]([C:13]2[CH:18]=[CH:17][CH:16]=[CH:15][CH:14]=2)=[O:28])=[CH:6][C:5]=1[CH2:19][O:20][CH:21]1[CH2:26][CH2:25][CH2:24][CH2:23][O:22]1)([O-:3])=[O:2] |f:1.2.3|. Procedure details: A mixture of 26.2 parts of intermediate 55, namely 4-nitro-α-phenyl-3-[[(tetrahydro-2H-pyran-2-yl)oxy]methyl]benzeneacetonitrile, 10.2 parts of potassium carbonate and 376 parts of N,N-dimethylacetamide was stirred at room temperature while air was bubbled through. The reaction mixture was poured into water and the product was extracted with 2,2'-oxybispropane. The extract was dried, filtered and evaporated, yielding 25 parts (98.6%) of [4-nitro-3-[[(tetrahydro-2H-pyran-2-yl)oxy]methyl]phenyl] p... Reactants: OS(=O)(=O)O (H2SO4), [N+](=O)(O)[O-] (HNO3), NC1=NC(=C(C(=C1)C)C#N)C (2-amino-4,6-dimethyl-5-pyridinecarbonitrile), [N+](=O)(O)[O-] (HNO3). Run in ice water. Reaction conditions: temperature 55 celsius, time 30 minute. Product: NC1=NC(=C(C(=C1[N+](=O)[O-])C)C#N)C (2-Amino4,6-dimethyl-3-nitro-5-pyridinecarbonitrile). The yield is 55.2%. RXN SMILES: OS(O)(=O)=O.[NH2:6][C:7]1[CH:12]=[C:11]([CH3:13])[C:10]([C:14]#[N:15])=[C:9]([CH3:16])[N:8]=1.[N+:17]([O-])([OH:19])=[O:18]>>[NH2:6][C:7]1[C:12]([N+:17]([O-:19])=[O:18])=[C:11]([CH3:13])[C:10]([C:14]#[N:15])=[C:9]([CH3:16])[N:8]=1. Procedure: To 10 mL of H2SO4 (97%) kept in an ice-bath was added portionwise 2.45 g (16.6 mmol) of 2-amino-4,6-dimethyl-5-pyridinecarbonitrile (16) and it was stirred for 30 min. The resulting solution was heated at 55° C. and 1.2 mL (18.8 mmol) of HNO3 (d=1.41, 69-70%) was added dropwise. The solution was heated at 55°-60° C. for 3 h after addition of HNO3. It was cooled to room temperature and poured into 60 mL of ice-water. The yellow precipitate was filtered, washed with water, and dried to leave a yel...